describe an organic reaction: reactants, conditions, products, and yield From a dataset of the Open Reaction Database (ORD), a public repository of structured organic reaction records. Starting materials: CNC, CCO, O=C(Nc1cnc(Cl)nc1)c1cc2cc(C(F)(F)F)cnc2n1Cc1cccc(F)c1. RXN SMILES: [CH3:32][NH:33][CH3:34].[CH3:35][CH2:36][OH:37].[Cl:1][c:2]1[n:3][cH:4][c:5]([NH:8][C:9](=[O:10])[c:11]2[cH:12][c:13]3[c:14]([n:15][cH:16][c:17]([C:19]([F:20])([F:21])[F:22])[cH:18]3)[n:23]2[CH2:24][c:25]2[cH:26][c:27]([F:31])[cH:28][cH:29][cH:30]2)[cH:6][n:7]1>>[c:2]1([N:33]([CH3:32])[CH3:34])[n:3][cH:4][c:5]([NH:8][C:9](=[O:10])[c:11]2[cH:12][c:13]3[c:14]([n:15][cH:16][c:17]([C:19]([F:20])([F:21])[F:22])[cH:18]3)[n:23]2[CH2:24][c:25]2[cH:26][c:27]([F:31])[cH:28][cH:29][cH:30]2)[cH:6][n:7]1. Yields the product CN(C)c1ncc(NC(=O)c2cc3cc(C(F)(F)F)cnc3n2Cc2cccc(F)c2)cn1.